This data is from the Open Reaction Database (ORD), a public repository of structured organic reaction records. The task is: describe an organic reaction: reactants, conditions, products, and yield The reactants are CCCCC(CC)C(=O)[O-], C1CCOC1, COC1C(=O)OC(C(O)C=CC2CCCC2)C1O, Cl, NC1COc2cccc(-c3ccccc3)c2NC1=O, [Na+]. Product: COC(C(=O)NC1COc2cccc(-c3ccccc3)c2NC1=O)C(O)C(O)C(O)C=CC1CCCC1. As a reaction SMILES: [CH2:39]([CH:40]([CH2:41][CH2:42][CH2:43][CH3:44])[C:45]([O-:46])=[O:47])[CH3:48].[CH2:50]1[O:51][CH2:52][CH2:53][CH2:54]1.[CH:1]1([CH:6]=[CH:7][CH:8]([OH:9])[CH:10]2[CH:11]([OH:18])[CH:12]([O:16][CH3:17])[C:13](=[O:15])[O:14]2)[CH2:2][CH2:3][CH2:4][CH2:5]1.[ClH:19].[NH2:20][CH:21]1[CH2:22][O:23][c:24]2[c:25]([c:29](-[c:33]3[cH:34][cH:35][cH:36][cH:37][cH:38]3)[cH:30][cH:31][cH:32]2)[NH:26][C:27]1=[O:28].[Na+:49]>>[CH:1]1([CH:6]=[CH:7][CH:8]([OH:9])[CH:10]([CH:11]([CH:12]([C:13](=[O:15])[NH:20][CH:21]2[CH2:22][O:23][c:24]3[c:25]([c:29](-[c:33]4[cH:34][cH:35][cH:36][cH:37][cH:38]4)[cH:30][cH:31][cH:32]3)[NH:26][C:27]2=[O:28])[O:16][CH3:17])[OH:18])[OH:14])[CH2:2][CH2:3][CH2:4][CH2:5]1.